This data is from the Open Reaction Database (ORD), a public repository of structured organic reaction records. The task is: describe an organic reaction: reactants, conditions, products, and yield Starting materials: C, CCOC(=O)c1cc2cc(OC(F)(F)F)cc([N+](=O)[O-])c2[nH]1, C1CCOC1, [Pd]. Yields the product CCOC(=O)c1cc2cc(OC(F)(F)F)cc(N)c2[nH]1. RXN SMILES: [C:23].[N+:1]([O-:2])(=[O:3])[c:4]1[cH:5][c:6]([O:18][C:19]([F:20])([F:21])[F:22])[cH:7][c:8]2[cH:9][c:10]([C:13](=[O:14])[O:15][CH2:16][CH3:17])[nH:11][c:12]12.[O:25]1[CH2:26][CH2:27][CH2:28][CH2:29]1.[Pd:24]>>[NH2:1][c:4]1[cH:5][c:6]([O:18][C:19]([F:20])([F:21])[F:22])[cH:7][c:8]2[cH:9][c:10]([C:13](=[O:14])[O:15][CH2:16][CH3:17])[nH:11][c:12]12. Starting materials: N1(CCCC1)CCN1CCN(CC1)C1=CC(=NC=N1)N (6-[4-(2-Pyrrolidin-1-ylethyl)piperazin-1-yl]pyrimidin-4-amine), [H-].[Na+] (sodium hydride), ClC=1SC(=CN1)C#N (2-chloro-1,3-thiazole-5-carbonitrile). Yields the product N1(CCCC1)CCN1CCN(CC1)C1=CC(=NC=N1)NC=1SC(=CN1)C#N (2-({6-[4-(2-pyrrolidin-1-ylethyl)piperazin-1-yl]pyrimidin-4-yl}amino)-1,3-thiazole-5-carbonitrile). As a reaction SMILES: [N:1]1([CH2:6][CH2:7][N:8]2[CH2:13][CH2:12][N:11]([C:14]3[N:19]=[CH:18][N:17]=[C:16]([NH2:20])[CH:15]=3)[CH2:10][CH2:9]2)[CH2:5][CH2:4][CH2:3][CH2:2]1.[H-].[Na+].Cl[C:24]1[S:25][C:26]([C:29]#[N:30])=[CH:27][N:28]=1>>[N:1]1([CH2:6][CH2:7][N:8]2[CH2:13][CH2:12][N:11]([C:14]3[N:19]=[CH:18][N:17]=[C:16]([NH:20][C:24]4[S:25][C:26]([C:29]#[N:30])=[CH:27][N:28]=4)[CH:15]=3)[CH2:10][CH2:9]2)[CH2:5][CH2:4][CH2:3][CH2:2]1 |f:1.2|. Reported procedure: 6-[4-(2-Pyrrolidin-1-ylethyl)piperazin-1-yl]pyrimidin-4-amine 11-2 (0.35 g, 1.27 mmol), sodium hydride (0.101 g, 2.53 mmol) and 2-chloro-1,3-thiazole-5-carbonitrile 2-2 (0.183 g, 1.27 mmol) were treated as in Scheme 4 above. The product was purified on a C18 preparative column and isolated via lyophilization. Hi-Res MS: calc: 385.1921 found: 385.1918. 1NMR (DMSO): 12.1 ppm (s, 1H); 8.46 ppm (s, 1H); 8.27 ppm (s, 1H); 6.27 ppm (s, 1H); 3.63 ppm (m, 6H); 3.35 ppm (m, 4H); 2.76 ppm (m, 6H); 1.96 pp... The reactants are [N+](=O)(O)[O-] (nitric acid), S(O)(O)(=O)=O (sulfuric acid), ClC1=C(C=C(C=C1)O)C(F)(F)F (4-chloro-3-trifluoromethylphenol), S(O)(O)(=O)=O (sulfuric acid), ice water. The solvent is C(C)(=O)O (acetic acid). Conditions: time 3 hour. The product is ClC1=CC(=C(C=C1C(F)(F)F)O)[N+](=O)[O-] (4-chloro-2-nitro-5-trifluoromethylphenol), ClC1=C(C(=C(C=C1)O)[N+](=O)[O-])C(F)(F)F (4-chloro-2-nitro-3-trifluoromethylphenol). RXN SMILES: [Cl:1][C:2]1[CH:7]=[CH:6][C:5]([OH:8])=[CH:4][C:3]=1[C:9]([F:12])([F:11])[F:10].S(=O)(=O)(O)O.[N+:18]([O-:21])([OH:20])=[O:19]>C(O)(=O)C>[Cl:1][C:2]1[C:3]([C:9]([F:10])([F:11])[F:12])=[CH:4][C:5]([OH:8])=[C:6]([N+:18]([O-:20])=[O:19])[CH:7]=1.[Cl:1][C:2]1[CH:7]=[CH:6][C:5]([OH:8])=[C:4]([N+:18]([O-:21])=[O:19])[C:3]=1[C:9]([F:10])([F:11])[F:12]. Procedure: To a mixture of 5.0 g of 4-chloro-3-trifluoromethylphenol and 20 ml of acetic acid, 1.5 ml of concentrated sulfuric acid and then 2.6 g of 69% nitric acid were added dropwise while ice-cooling. To the reaction mixture, 3 ml of concentrated sulfuric acid was added dropwise at room temperature, and stirred for three hours. The reaction mixture was poured into ice water, and extracted with ethyl acetate. The combined organic layers were washed with water, a saturated aqueous solution of sodium hydr... The reactants are CCCCc1nc2ccc(OC(=O)N(C)C)cc2n1Cc1ccc(-c2ccccc2C(=O)OC(C)(C)C)cc1, ClCCl, O=C(O)C(F)(F)F. Product: CCCCc1nc2ccc(OC(=O)N(C)C)cc2n1Cc1ccc(-c2ccccc2C(=O)O)cc1. RXN SMILES: [CH2:1]([CH2:2][CH2:3][CH3:4])[c:5]1[n:6][c:7]2[c:8]([n:9]1[CH2:10][c:11]1[cH:12][cH:13][c:14](-[c:17]3[c:18]([C:23](=[O:24])[O:25][C:26]([CH3:27])([CH3:28])[CH3:29])[cH:19][cH:20][cH:21][cH:22]3)[cH:15][cH:16]1)[cH:30][c:31]([O:34][C:35](=[O:36])[N:37]([CH3:38])[CH3:39])[cH:32][cH:33]2.[CH2:47]([Cl:48])[Cl:49].[OH:40][C:41]([C:42]([F:43])([F:44])[F:45])=[O:46]>>[CH2:1]([CH2:2][CH2:3][CH3:4])[c:5]1[n:6][c:7]2[c:8]([n:9]1[CH2:10][c:11]1[cH:12][cH:13][c:14](-[c:17]3[c:18]([C:23](=[O:24])[OH:25])[cH:19][cH:20][cH:21][cH:22]3)[cH:15][cH:16]1)[cH:30][c:31]([O:34][C:35](=[O:36])[N:37]([CH3:38])[CH3:39])[cH:32][cH:33]2.